Dataset: the Open Reaction Database (ORD), a public repository of structured organic reaction records. Task: describe an organic reaction: reactants, conditions, products, and yield Starting materials: CS(=O)(=O)Cl, CCN(C(C)C)C(C)C, ClCCl, O, CC(C)(C)OC(=O)N1CCCCC1COc1cccc(CO)n1. Yields the product CC(C)(C)OC(=O)N1CCCCC1COc1cccc(COS(C)(=O)=O)n1. As a reaction SMILES: [CH3:33][S:34]([Cl:35])(=[O:36])=[O:37].[CH:24]([N:25]([CH2:26][CH3:27])[CH:28]([CH3:29])[CH3:30])([CH3:31])[CH3:32].[Cl:39][CH2:40][Cl:41].[OH2:38].[OH:1][CH2:2][c:3]1[cH:4][cH:5][cH:6][c:7]([O:9][CH2:10][CH:11]2[N:12]([C:17](=[O:18])[O:19][C:20]([CH3:21])([CH3:22])[CH3:23])[CH2:13][CH2:14][CH2:15][CH2:16]2)[n:8]1>>[O:1]([CH2:2][c:3]1[cH:4][cH:5][cH:6][c:7]([O:9][CH2:10][CH:11]2[N:12]([C:17](=[O:18])[O:19][C:20]([CH3:21])([CH3:22])[CH3:23])[CH2:13][CH2:14][CH2:15][CH2:16]2)[n:8]1)[S:34]([CH3:33])(=[O:36])=[O:37]. Starting materials: C#CC(=O)OCC, CC(=O)O, CC(C)NC(C)C, [Li]CCCC, Cc1ccc(C(=O)Nc2ccc(C=O)c([N+](=O)[O-])c2)cc1, C1CCOC1. The product is CCOC(=O)C#CC(O)c1ccc(NC(=O)c2ccc(C)cc2)cc1[N+](=O)[O-]. RXN SMILES: [CH3:13][CH2:14][O:15][C:16](=[O:17])[C:18]#[CH:19].[CH3:41][C:42](=[O:43])[OH:44].[CH:1]([NH:2][CH:3]([CH3:4])[CH3:5])([CH3:6])[CH3:7].[Li:8][CH2:9][CH2:10][CH2:11][CH3:12].[N+:20](=[O:21])([O-:22])[c:23]1[c:24]([CH:25]=[O:26])[cH:27][cH:28][c:29]([NH:31][C:32](=[O:33])[c:34]2[cH:35][cH:36][c:37]([CH3:40])[cH:38][cH:39]2)[cH:30]1.[O:45]1[CH2:46][CH2:47][CH2:48][CH2:49]1>>[CH3:13][CH2:14][O:15][C:16](=[O:17])[C:18]#[C:19][CH:25]([c:24]1[c:23]([N+:20](=[O:21])[O-:22])[cH:30][c:29]([NH:31][C:32](=[O:33])[c:34]2[cH:35][cH:36][c:37]([CH3:40])[cH:38][cH:39]2)[cH:28][cH:27]1)[OH:26]. Starting materials: [H-].[Al+3].[Li+].[H-].[H-].[H-] (lithium aluminum hydride), Cl.Cl.CN(C(CN)(C)C)C (2-Dimethylamino-2-methyl-propylamine dihydrochloride), [OH-].[Na+] (sodium hydroxide), C(Cl)(Cl)Cl (Chloroform), [H-].[Al+3].[Li+].[H-].[H-].[H-] (lithium aluminum hydride). The solvent is CCOCC (ether), CCOCC (ether), O (water), O (water). The product is Cl.Cl.CNCC(C)(C)N(C)C (N-methyl-2-dimethylamino-2-methyl propylamine dihydrochloride). RXN SMILES: [ClH:1].Cl.[CH3:3][N:4]([CH3:10])[C:5]([CH3:9])([CH3:8])[CH2:6][NH2:7].[OH-].[Na+].[CH:13](Cl)(Cl)[Cl:14].[H-].[Al+3].[Li+].[H-].[H-].[H-]>O.CCOCC>[ClH:14].[ClH:1].[CH3:13][NH:7][CH2:6][C:5]([N:4]([CH3:10])[CH3:3])([CH3:9])[CH3:8] |f:0.1.2,3.4,6.7.8.9.10.11,14.15.16|. Procedure: 2-Dimethylamino-2-methyl-propylamine dihydrochloride (2 g.) was dissolved in water (2 ml.) and the solution made alkaline with 5N sodium hydroxide. Chloroform (100 ml.) was added and the mixture was dried (anhyd. Na2SO4) and filtered. A solution of chloral (1.45 g.) in chloroform (50 ml.) was added to the stirred and cooled chloroform solution. The mixture was heated under reflux for 40 hrs., and the excess chloroform evaporated under reduced pressure to give an oily residue (0.9 g.). This was d... Reactants: F[B-](F)(F)F, c1ccc(CC2CCNCC2)cc1, CN1CCOCC1, Cl, Cc1cc(C2CCc3nc(C(=O)O)cn3C2)ccc1F, CN(C)C=O, CN(C)C(On1nnc2ccccc21)=[N+](C)C. The product is Cc1cc(C2CCc3nc(C(=O)N4CCC(Cc5ccccc5)CC4)cn3C2)ccc1F. Reaction SMILES: [B-:1]([F:2])([F:3])([F:4])[F:5].[CH2:51]([c:52]1[cH:53][cH:54][cH:55][cH:56][cH:57]1)[CH:58]1[CH2:59][CH2:60][NH:61][CH2:62][CH2:63]1.[CH3:23][N:24]1[CH2:25][CH2:26][O:27][CH2:28][CH2:29]1.[ClH:30].[F:31][c:32]1[c:33]([CH3:50])[cH:34][c:35]([CH:38]2[CH2:39][CH2:40][c:41]3[n:42]([cH:44][c:45]([C:47](=[O:48])[OH:49])[n:46]3)[CH2:43]2)[cH:36][cH:37]1.[O:64]=[CH:65][N:66]([CH3:67])[CH3:68].[n:6]1([O:7][C:8]([N:9]([CH3:10])[CH3:11])=[N+:12]([CH3:13])[CH3:14])[c:15]2[cH:16][cH:17][cH:18][cH:19][c:20]2[n:21][n:22]1>>[F:31][c:32]1[c:33]([CH3:50])[cH:34][c:35]([CH:38]2[CH2:39][CH2:40][c:41]3[n:42]([cH:44][c:45]([C:47](=[O:49])[N:61]4[CH2:60][CH2:59][CH:58]([CH2:51][c:52]5[cH:53][cH:54][cH:55][cH:56][cH:57]5)[CH2:63][CH2:62]4)[n:46]3)[CH2:43]2)[cH:36][cH:37]1. Reactants: BrCC1CSC=2C=NC3=CC=C(C=C3C2C1)OC (3-bromomethyl-6-methoxy-3,4-dihydro-2H-1-thia-9-aza-phenanthrene), COC(=O)C1N(CC(C1)N)C(=O)OC(C)(C)C (4-amino-pyrrolidine-1,2-dicarboxylic acid 1-tert-butyl ester 2-methyl ester), O=C1CSC2=C(N1)C=C(C=C2)C(=O)O (3-oxo-3,4-dihydro-2H-benzo[1,4]thiazine-6-carboxylic acid). The product is COC(=O)C1N(CC(C1)NC(=O)C=1C=CC2=C(NC(CS2)=O)C1)CC1CSC=2C=NC3=CC=C(C=C3C2C1)OC (1-(6-methoxy-3,4-dihydro-2H-1-thia-9-aza-phenanthren-3-ylmethyl)-4-[(3-oxo-3,4-dihydro-2H-benzo[1,4]thiazine-6-carbonyl)-amino]-pyrrolidine-2-carboxylic acid methyl ester). RXN SMILES: Br[CH2:2][CH:3]1[CH2:16][C:15]2[C:14]3[C:9](=[CH:10][CH:11]=[C:12]([O:17][CH3:18])[CH:13]=3)[N:8]=[CH:7][C:6]=2[S:5][CH2:4]1.[CH3:19][O:20][C:21]([CH:23]1[CH2:27][CH:26]([NH2:28])[CH2:25][N:24]1C(OC(C)(C)C)=O)=[O:22].[O:36]=[C:37]1[NH:42][C:41]2[CH:43]=[C:44]([C:47](O)=[O:48])[CH:45]=[CH:46][C:40]=2[S:39][CH2:38]1>>[CH3:19][O:20][C:21]([CH:23]1[CH2:27][CH:26]([NH:28][C:47]([C:44]2[CH:45]=[CH:46][C:40]3[S:39][CH2:38][C:37](=[O:36])[NH:42][C:41]=3[CH:43]=2)=[O:48])[CH2:25][N:24]1[CH2:2][CH:3]1[CH2:16][C:15]2[C:14]3[C:9](=[CH:10][CH:11]=[C:12]([O:17][CH3:18])[CH:13]=3)[N:8]=[CH:7][C:6]=2[S:5][CH2:4]1)=[O:22]. Procedure details: The titled compound is prepared as an orange viscous oil following Scheme 1 and in analogy to Example 1 using 3-bromomethyl-6-methoxy-3,4-dihydro-2H-1-thia-9-aza-phenanthrene, 4-amino-pyrrolidine-1,2-dicarboxylic acid 1-tert-butyl ester 2-methyl ester and 3-oxo-3,4-dihydro-2H-benzo[1,4]thiazine-6-carboxylic acid as starting material. The reactants are COC=1N=CC2=CC(=CC=C2C1)CC(=O)O (3-methoxy-2-azanaphthalene-7-acetic acid), Br (hydrobromic acid). The product is OC=1N=CC2=CC(=CC=C2C1)CC(=O)O (3-hydroxy-2-azanaphthalene-7-acetic acid). As a reaction SMILES: C[O:2][C:3]1[N:4]=[CH:5][C:6]2[C:11]([CH:12]=1)=[CH:10][CH:9]=[C:8]([CH2:13][C:14]([OH:16])=[O:15])[CH:7]=2.Br>>[OH:2][C:3]1[N:4]=[CH:5][C:6]2[C:11]([CH:12]=1)=[CH:10][CH:9]=[C:8]([CH2:13][C:14]([OH:16])=[O:15])[CH:7]=2. Reported procedure: Refluxing 1 part of 3-methoxy-2-azanaphthalene-7-acetic acid in 25 parts by volume of 16% hydrobromic acid followed by extraction with methylene chloride and isolation provides 3-hydroxy-2-azanaphthalene-7-acetic acid. The reactants are NC=1C(NC2=CC=CC=C2N1)=O (3-aminoquinoxalin-2(1H)-one), Cl.NO (hydroxylamine hydrochloride). Solvent: C(CCC)O (1-butanol). Reaction conditions: temperature 25 celsius. Yields the product ON=C1C(NC2=CC=CC=C2N1)=O (3-(hydroxyimino)-1,4-dihydroquinoxalin-2-one). Isolated yield 4.6%. RXN SMILES: [NH2:1][C:2]1[C:3](=[O:12])[NH:4][C:5]2[C:10]([N:11]=1)=[CH:9][CH:8]=[CH:7][CH:6]=2.Cl.N[OH:15]>C(O)CCC>[OH:15][N:1]=[C:2]1[NH:11][C:10]2[C:5](=[CH:6][CH:7]=[CH:8][CH:9]=2)[NH:4][C:3]1=[O:12] |f:1.2|. Procedure details: An adaptation of the method of Harsanyi et al., Liebigs Ann. Chem. 190 (1973), was used. A mixture of 3-aminoquinoxalin-2(1H)-one (1) (100 mg, 0.620 mmol) and hydroxylamine hydrochloride (94 mg, 1.3 mmol; Aldrich Co.) in 5 mL of 1-butanol was heated to reflux. The resulting suspension was stirred under reflux for 12 h. The resulting suspension was cool to 25° C. A pale yellow precipitate appeared. The mixture was vacuum filtered and the solid was washed with EtOH (5×2 mL) and dried in vacuum at ... The reactants are C(CC(=O)OCC)(C(=O)OCC)C(=O)OCC (triethyl 1,1,2-ethanetricarboxylate), [OH-].[Na+] (sodium hydroxide). Run in O (water). Yields the product C(CC(=O)O)(C(=O)O)C(=O)O (1,1,2-ethanetricarboxylic acid). Yield: 38.6%. Reaction SMILES: [CH:1]([C:13]([O:15]CC)=[O:14])([C:8]([O:10]CC)=[O:9])[CH2:2][C:3]([O:5]CC)=[O:4].[OH-].[Na+]>O>[CH:1]([C:13]([OH:15])=[O:14])([C:8]([OH:10])=[O:9])[CH2:2][C:3]([OH:5])=[O:4] |f:1.2|. Procedure: A reaction mixture comprising 49.2 g of triethyl 1,1,2-ethanetricarboxylate, 135 ml of 5N sodium hydroxide and 65 ml of water was stirred at 100° C. for 3 hours, then cooled and concentrated to about 150 ml. A 50 ml portion of cold concentrated hydrochloric acid was added and the mixture was extracted three times with ether. The ether extracts were combined, dried and evaporated, giving 12.5 g of 1,1,2-ethanetricarboxylic acid, mp 169°-170° C. Product: N1N=CC2=C(C=CC=C12)C=1N=C(C2=C(N1)C=C(S2)C=2C=C(C(=O)OC)C=C(C2)N)N2CCOCC2 (methyl 3-(2-(1H-indazol-4-yl)-4-morpholinothieno[3,2-d]pyrimidin-6-yl)-5-aminobenzoate). Reactants: ClC=1N=C(C2=C(N1)C=C(S2)I)N2CCOCC2 (2-Chloro-6-iodo-4-morpholinothieno[3,2-d]pyrimidine), NC=1C=C(C=C(C1)C(=O)OC)B(O)O (3-amino-5-methoxycarbonylphenyl boronic acid), CC1(OB(OC1(C)C)C1=C2C=NNC2=CC=C1)C (4-(4,4,5,5-tetramethyl-1,3,2-dioxaborolan-2-yl)-1H-indazole). As a reaction SMILES: Cl[C:2]1[N:3]=[C:4]([N:12]2[CH2:17][CH2:16][O:15][CH2:14][CH2:13]2)[C:5]2[S:10][C:9](I)=[CH:8][C:6]=2[N:7]=1.[NH2:18][C:19]1[CH:20]=[C:21](B(O)O)[CH:22]=[C:23]([C:25]([O:27][CH3:28])=[O:26])[CH:24]=1.CC1(C)C(C)(C)OB([C:40]2[CH:48]=[CH:47][CH:46]=[C:45]3[C:41]=2[CH:42]=[N:43][NH:44]3)O1>>[NH:44]1[C:45]2[C:41](=[C:40]([C:2]3[N:3]=[C:4]([N:12]4[CH2:17][CH2:16][O:15][CH2:14][CH2:13]4)[C:5]4[S:10][C:9]([C:21]5[CH:22]=[C:23]([CH:24]=[C:19]([NH2:18])[CH:20]=5)[C:25]([O:27][CH3:28])=[O:26])=[CH:8][C:6]=4[N:7]=3)[CH:48]=[CH:47][CH:46]=2)[CH:42]=[N:43]1. Procedure: 2-Chloro-6-iodo-4-morpholinothieno[3,2-d]pyrimidine 19 (50 mg) was coupled to 3-amino-5-methoxycarbonylphenyl boronic acid, and then reacted with 4-(4,4,5,5-tetramethyl-1,3,2-dioxaborolan-2-yl)-1H-indazole via General Procedure F. The product was purified by reverse phase HPLC to yield 5.2 mg of 300. MS. (Q1) 487.1 (M)+ Reactants: CCOC(=O)c1cc2c(Cl)cc(Cl)cc2[nH]1, CN(C)C=O, CC(Cl)Cl, O=P(Cl)(Cl)Cl. Yields the product CCOC(=O)c1[nH]c2cc(Cl)cc(Cl)c2c1C=O. RXN SMILES: [C:1](=[O:2])([O:3][CH2:4][CH3:5])[c:6]1[nH:7][c:8]2[cH:9][c:10]([Cl:16])[cH:11][c:12]([Cl:15])[c:13]2[cH:14]1.[CH3:17][N:18]([CH:19]=[O:20])[CH3:21].[Cl:27][CH:28]([Cl:29])[CH3:30].[P:22]([Cl:23])([Cl:24])([Cl:25])=[O:26]>>[C:1](=[O:2])([O:3][CH2:4][CH3:5])[c:6]1[nH:7][c:8]2[cH:9][c:10]([Cl:16])[cH:11][c:12]([Cl:15])[c:13]2[c:14]1[CH:19]=[O:20].